This data is from the Open Reaction Database (ORD), a public repository of structured organic reaction records. The task is: describe an organic reaction: reactants, conditions, products, and yield Starting materials: C=O, Cl, NC(Cc1ccccc1)C(=O)O. The product is O=C(O)C1Cc2ccccc2CN1. As a reaction SMILES: [CH2:13]=[O:14].[ClH:15].[NH2:1][CH:2]([CH2:3][c:4]1[cH:5][cH:6][cH:7][cH:8][cH:9]1)[C:10]([OH:11])=[O:12]>>[NH:1]1[CH:2]([C:10]([OH:11])=[O:12])[CH2:3][c:4]2[cH:5][cH:6][cH:7][cH:8][c:9]2[CH2:13]1. Starting materials: CC(C)(C)OC(=O)CCSc1ccc(NC(=O)c2ccccc2)cc1, ClC(Cl)Cl, O=C(OO)c1cccc(Cl)c1. Yields the product CC(C)(C)OC(=O)CCS(=O)c1ccc(NC(=O)c2ccccc2)cc1. RXN SMILES: [C:1]([CH3:2])([CH3:3])([CH3:4])[O:5][C:6]([CH2:7][CH2:8][S:9][c:10]1[cH:11][cH:12][c:13]([NH:16][C:17]([c:18]2[cH:19][cH:20][cH:21][cH:22][cH:23]2)=[O:24])[cH:14][cH:15]1)=[O:25].[CH:37]([Cl:38])([Cl:39])[Cl:40].[Cl:26][c:27]1[cH:28][cH:29][cH:30][c:31]([C:32]([O:33][OH:35])=[O:34])[cH:36]1>>[C:1]([CH3:2])([CH3:3])([CH3:4])[O:5][C:6]([CH2:7][CH2:8][S:9]([c:10]1[cH:11][cH:12][c:13]([NH:16][C:17]([c:18]2[cH:19][cH:20][cH:21][cH:22][cH:23]2)=[O:24])[cH:14][cH:15]1)=[O:34])=[O:25]. Reactants: ClC=1C=CC(=C(C1)C=1C=CC2=C(C(=NO2)N(C(=O)OC(C)(C)C)C(=O)OC(C)(C)C)C1)OC1=C(C=C(C(=C1)F)S(N(C1=NC=NS1)CC1=C(C=C(C=C1)OC)OC)(=O)=O)F (di-tert-butyl [5-(5-chloro-2-{4-[(2,4-dimethoxybenzyl)(1,2,4-thiadiazol-5-yl)sulfamoyl]-2,5-difluorophenoxy}phenyl)-1,2-benzoxazol-3-yl]imidodicarbonate), ClC1=CC(=C(OC2=C(C=C(C=C2)S(=O)(=O)N(C2=NC=CC=N2)CC2=C(C=C(C=C2)OC)OC)F)C=C1)C=1C=CC2=C(NC(O2)=O)C1 (4-(4-chloro-2-(2-oxo-2,3-dihydrobenzo[d]oxazol-5-yl)phenoxy)-N-(2,4-dimethoxybenzyl)-3-fluoro-N-(pyrimidin-2-yl)benzenesulfonamide). The product is ClC1=CC(=C(OC2=C(C=C(C=C2)S(=O)(=O)NC2=NC=CC=N2)F)C=C1)C=1C=CC2=C(NC(O2)=O)C1 (4-(4-chloro-2-(2-oxo-2,3-dihydrobenzo[d]oxazol-5-yl)phenoxy)-3-fluoro-N-(pyrimidin-2-yl)benzenesulfonamide). Isolated yield 50.0%. Reaction SMILES: ClC1C=CC(OC2C=C(F)C(S(=O)(=O)N(CC3C=CC(OC)=CC=3OC)C3SN=CN=3)=CC=2F)=C(C2C=CC3ON=C(N(C(OC(C)(C)C)=O)C(OC(C)(C)C)=O)C=3C=2)C=1.[Cl:61][C:62]1[CH:96]=[CH:95][C:65]([O:66][C:67]2[CH:72]=[CH:71][C:70]([S:73]([N:76](CC3C=CC(OC)=CC=3OC)[C:77]3[N:82]=[CH:81][CH:80]=[CH:79][N:78]=3)(=[O:75])=[O:74])=[CH:69][C:68]=2[F:94])=[C:64]([C:97]2[CH:98]=[CH:99][C:100]3[O:104][C:103](=[O:105])[NH:102][C:101]=3[CH:106]=2)[CH:63]=1>>[Cl:61][C:62]1[CH:96]=[CH:95][C:65]([O:66][C:67]2[CH:72]=[CH:71][C:70]([S:73]([NH:76][C:77]3[N:82]=[CH:81][CH:80]=[CH:79][N:78]=3)(=[O:74])=[O:75])=[CH:69][C:68]=2[F:94])=[C:64]([C:97]2[CH:98]=[CH:99][C:100]3[O:104][C:103](=[O:105])[NH:102][C:101]=3[CH:106]=2)[CH:63]=1. Procedure details: Following the procedure as described in EXAMPLE 44, making non-critical variations to replace di-tert-butyl [5-(5-chloro-2-{4-[(2,4-dimethoxybenzyl)(1,2,4-thiadiazol-5-yl)sulfamoyl]-2,5-difluorophenoxy}phenyl)-1,2-benzoxazol-3-yl]imidodicarbonate with 4-(4-chloro-2-(2-oxo-2,3-dihydrobenzo[d]oxazol-5-yl)phenoxy)-N-(2,4-dimethoxybenzyl)-3-fluoro-N-(pyrimidin-2-yl)benzenesulfonamide, 4-(4-chloro-2-(2-oxo-2,3-dihydrobenzo[d]oxazol-5-yl)phenoxy)-3-fluoro-N-(pyrimidin-2-yl)benzenesulfonamide was obtai... Starting materials: O=C([O-])[O-], [K+], [K+], [K], Nc1ccccc1CCO, Nc1ccccc1CCO, O, c1ccc2[nH]ccc2c1. The product is c1ccc2c(c1)CCN2. Reaction SMILES: [C:1](=[O:2])([O-:3])[O-:4].[K+:5].[K+:6].[K:7].[NH2:27][c:28]1[cH:29][cH:30][cH:31][cH:32][c:33]1[CH2:34][CH2:35][OH:36].[NH2:8][c:9]1[c:10]([CH2:15][CH2:16][OH:17])[cH:11][cH:12][cH:13][cH:14]1.[OH2:37].[nH:18]1[c:19]2[c:20]([cH:21][cH:22][cH:23][cH:24]2)[cH:25][cH:26]1>>[NH:8]1[c:9]2[c:10]([cH:11][cH:12][cH:13][cH:14]2)[CH2:15][CH2:16]1. Starting materials: CCOC(=O)CBr, CCOC(=O)N1CCN(C(=O)C(Cc2ccccc2O)NC(=O)c2cc(OC)c3ccccc3n2)CC1, CN(C)C=O. Yields the product CCOC(=O)COc1ccccc1CC(NC(=O)c1cc(OC)c2ccccc2n1)C(=O)N1CCN(C(=O)OCC)CC1. Reaction SMILES: [Br:38][CH2:39][C:40](=[O:41])[O:42][CH2:43][CH3:44].[CH2:1]([CH3:2])[O:3][C:4](=[O:5])[N:6]1[CH2:7][CH2:8][N:9]([C:12](=[O:13])[CH:14]([CH2:15][c:16]2[c:17]([OH:22])[cH:18][cH:19][cH:20][cH:21]2)[NH:23][C:24](=[O:25])[c:26]2[n:27][c:28]3[cH:29][cH:30][cH:31][cH:32][c:33]3[c:34]([O:36][CH3:37])[cH:35]2)[CH2:10][CH2:11]1.[O:45]=[CH:46][N:47]([CH3:48])[CH3:49]>>[CH2:1]([CH3:2])[O:3][C:4](=[O:5])[N:6]1[CH2:7][CH2:8][N:9]([C:12](=[O:13])[CH:14]([CH2:15][c:16]2[c:17]([O:22][CH2:39][C:40](=[O:41])[O:42][CH2:43][CH3:44])[cH:18][cH:19][cH:20][cH:21]2)[NH:23][C:24](=[O:25])[c:26]2[n:27][c:28]3[cH:29][cH:30][cH:31][cH:32][c:33]3[c:34]([O:36][CH3:37])[cH:35]2)[CH2:10][CH2:11]1. The product is C#CC1=CC=C(C=C1)CC2=CC=C(C=C2)C#C (4,4'-Diethynyldiphenylmethane). Procedure details: In Step III of FIG. 1, a suspension of 1.00 g (2.78 mmoles) of bis(4-trimethylsilylethynylphenyl)methane [Compound (4)] in 50 ml anhydrous deaerated methanol was treated with enough anhydrous ethyl ether to dissolve all solid particles at 25° C. Anhydrous potassium carbonate (300 mg) was added and the mixture was stirred at 25° C. under argon for 16 hours. The solvent was removed and the solid residue was dissolved in 50 ml dichloromethane, treated with 5 g of silica gel and evaporated to drynes... Solvent: CO (methanol). Reaction conditions: temperature 25 celsius, time 16 hour. Starting materials: C([O-])([O-])=O.[K+].[K+] (potassium carbonate), C[Si](C)(C)C#CC1=CC=C(C=C1)CC1=CC=C(C=C1)C#C[Si](C)(C)C (bis(4-trimethylsilylethynylphenyl)methane), C[Si](C)(C)C#CC1=CC=C(C=C1)CC1=CC=C(C=C1)C#C[Si](C)(C)C (bis(4-trimethylsilylethynylphenyl)methane), C(C)OCC (ethyl ether). As a reaction SMILES: C[Si]([C:5]#[C:6][C:7]1[CH:12]=[CH:11][C:10]([CH2:13][C:14]2[CH:19]=[CH:18][C:17]([C:20]#[C:21][Si](C)(C)C)=[CH:16][CH:15]=2)=[CH:9][CH:8]=1)(C)C.C(OCC)C.C(=O)([O-])[O-].[K+].[K+]>CO>[CH:21]#[C:20][C:17]1[CH:18]=[CH:19][C:14]([CH2:13][C:10]2[CH:9]=[CH:8][C:7]([C:6]#[CH:5])=[CH:12][CH:11]=2)=[CH:15][CH:16]=1 |f:2.3.4|. The reactants are COC(C1=CN=C(C(=C1)Br)Cl)=O (5-bromo-6-chloro-nicotinic acid methyl ester), N[C@H](CC(C)C)CO ((R)-(−)-leucinol), N1CCCC1 (pyrrolidine), COC=1C=C(C=CC1)B(O)O (3-methoxyphenyl-boronic acid). Product: OC[C@@H](CC(C)C)NC(C1=CN=C(C(=C1)C1=CC(=CC=C1)OC)N1CCCC1)=O (N—((R)-1-Hydroxymethyl-3-methyl-butyl)-5-(3-methoxy-phenyl)-6-pyrrolidin-1-yl-nicotinamide). As a reaction SMILES: CO[C:3](=[O:12])[C:4]1[CH:9]=[C:8](Br)[C:7](Cl)=[N:6][CH:5]=1.[NH:13]1[CH2:17][CH2:16][CH2:15][CH2:14]1.[CH3:18][O:19][C:20]1[CH:21]=[C:22](B(O)O)[CH:23]=[CH:24][CH:25]=1.[NH2:29][C@@H:30]([CH2:35][OH:36])[CH2:31][CH:32]([CH3:34])[CH3:33]>>[OH:36][CH2:35][C@H:30]([NH:29][C:3](=[O:12])[C:4]1[CH:9]=[C:8]([C:24]2[CH:23]=[CH:22][CH:21]=[C:20]([O:19][CH3:18])[CH:25]=2)[C:7]([N:13]2[CH2:17][CH2:16][CH2:15][CH2:14]2)=[N:6][CH:5]=1)[CH2:31][CH:32]([CH3:34])[CH3:33]. Procedure: The title compound was synthesized in analogy to the procedure described for the preparation of Example 43, using 5-bromo-6-chloro-nicotinic acid methyl ester, pyrrolidine (commercially available), 3-methoxyphenyl-boronic acid (commercially available) and (R)-(−)-leucinol (commercially available) as starting materials. MS (ISP): 398.3 (M+H+).